This data is from the Open Reaction Database (ORD), a public repository of structured organic reaction records. The task is: describe an organic reaction: reactants, conditions, products, and yield Starting materials: C=CCOC(=O)NC(C)(C)c1ccc(-c2nc(Nc3ccc(CCOS(=O)(=O)c4ccc(C)cc4)cc3)ncc2Cl)cc1F, c1c[nH]cn1. The product is C=CCOC(=O)NC(C)(C)c1ccc(-c2nc(Nc3ccc(CCn4ccnc4)cc3)ncc2Cl)cc1F. RXN SMILES: [CH2:1]([CH:2]=[CH2:3])[O:4][C:5](=[O:6])[NH:7][C:8]([CH3:9])([CH3:10])[c:11]1[c:12]([F:44])[cH:13][c:14](-[c:17]2[n:18][c:19]([NH:24][c:25]3[cH:26][cH:27][c:28]([CH2:31][CH2:32][O:33][S:34]([c:35]4[cH:36][cH:37][c:38]([CH3:39])[cH:40][cH:41]4)(=[O:42])=[O:43])[cH:29][cH:30]3)[n:20][cH:21][c:22]2[Cl:23])[cH:15][cH:16]1.[nH:45]1[cH:46][n:47][cH:48][cH:49]1>>[CH2:1]([CH:2]=[CH2:3])[O:4][C:5](=[O:6])[NH:7][C:8]([CH3:9])([CH3:10])[c:11]1[c:12]([F:44])[cH:13][c:14](-[c:17]2[n:18][c:19]([NH:24][c:25]3[cH:26][cH:27][c:28]([CH2:31][CH2:32][n:45]4[cH:46][n:47][cH:48][cH:49]4)[cH:29][cH:30]3)[n:20][cH:21][c:22]2[Cl:23])[cH:15][cH:16]1. Reactants: [Cl-], O=[N+]([O-])c1ccccc1S(=O)(=O)O, CC1CCN(C(=O)C(N)Cc2ccc3[nH]cnc3c2)CC1. Yields the product CC1CCN(C(=O)C(Cc2ccc3[nH]cnc3c2)NS(=O)(=O)c2ccccc2[N+](=O)[O-])CC1. Reaction SMILES: [Cl-:22].[N+:23](=[O:24])([O-:25])[c:26]1[c:27]([S:32](=[O:33])(=[O:34])[OH:35])[cH:28][cH:29][cH:30][cH:31]1.[nH:1]1[cH:2][n:3][c:4]2[c:5]1[cH:6][cH:7][c:8]([CH2:10][CH:11]([C:12](=[O:13])[N:14]1[CH2:15][CH2:16][CH:17]([CH3:20])[CH2:18][CH2:19]1)[NH2:21])[cH:9]2>>[nH:1]1[cH:2][n:3][c:4]2[c:5]1[cH:6][cH:7][c:8]([CH2:10][CH:11]([C:12](=[O:13])[N:14]1[CH2:15][CH2:16][CH:17]([CH3:20])[CH2:18][CH2:19]1)[NH:21][S:32]([c:27]1[c:26]([N+:23](=[O:24])[O-:25])[cH:31][cH:30][cH:29][cH:28]1)(=[O:33])=[O:34])[cH:9]2.